From a dataset of the Open Reaction Database (ORD), a public repository of structured organic reaction records. describe an organic reaction: reactants, conditions, products, and yield The reactants are OC=1C=C(C=O)C=CC1 (3-hydroxybenzaldehyde), [H-].[Na+] (sodium hydride), O (water), COCCl (Methoxymethylchloride). Solvent: O1CCCC1 (tetrahydrofuran). Conditions: temperature 0 celsius, time 20 minute. Product: COCOC=1C=C(C=O)C=CC1 (3-methoxymethoxybenzaldehyde). As a reaction SMILES: [OH:1][C:2]1[CH:3]=[C:4]([CH:7]=[CH:8][CH:9]=1)[CH:5]=[O:6].[H-].[Na+].[CH3:12][O:13][CH2:14]Cl.O>O1CCCC1>[CH3:12][O:13][CH2:14][O:1][C:2]1[CH:3]=[C:4]([CH:7]=[CH:8][CH:9]=1)[CH:5]=[O:6] |f:1.2|. Reported procedure: To a solution of 3-hydroxybenzaldehyde (1.0 g) in tetrahydrofuran (25 mL) was added sodium hydride (374 mg) at 0° C. and the mixture was stirred at 0° C. for 20 minutes. Methoxymethylchloride (0.92 mL) was added to the reaction mixture, which was stirred for 30 minutes at room temperature. The reaction mixture was poured into cold water and extracted with ethyl acetate. The organic layer was washed with brine, dried over anhydrous magnesium sulfate and concentrated. The residue was purified by c...